This data is from the Open Reaction Database (ORD), a public repository of structured organic reaction records. The task is: describe an organic reaction: reactants, conditions, products, and yield Starting materials: I(=O)(=O)(=O)[O-].[Na+] (sodium periodate), OC(CO)C1=CC=CC(=N1)CN1N=C(C2=C(C=CC=C12)NC(=O)C1=CN=C2N1C=CC=C2)CC (N-(1-((6-(1,2-dihydroxyethyl)pyridin-2-yl)methyl)-3-ethyl-1H-indazol-4-yl)imidazo[1,2-a]pyridine-3-carboxamide). The solvent is ClCCl (dichloromethane), ClCCl (dichloromethane). Run at time 10 minute. The product is C(C)C1=NN(C2=CC=CC(=C12)NC(=O)C1=CN=C2N1C=CC=C2)CC2=NC(=CC=C2)C=O (N-(3-ethyl-1-((6-formylpyridin-2-yl)methyl)-1H-indazol-4-yl)imidazo[1,2-a]pyridine-3-carboxamide). Yield: 75.0%. As a reaction SMILES: I([O-])(=O)(=O)=O.[Na+].[OH:7][CH:8]([C:11]1[N:16]=[C:15]([CH2:17][N:18]2[C:26]3[C:21](=[C:22]([NH:27][C:28]([C:30]4[N:34]5[CH:35]=[CH:36][CH:37]=[CH:38][C:33]5=[N:32][CH:31]=4)=[O:29])[CH:23]=[CH:24][CH:25]=3)[C:20]([CH2:39][CH3:40])=[N:19]2)[CH:14]=[CH:13][CH:12]=1)CO>ClCCl>[CH2:39]([C:20]1[C:21]2[C:26](=[CH:25][CH:24]=[CH:23][C:22]=2[NH:27][C:28]([C:30]2[N:34]3[CH:35]=[CH:36][CH:37]=[CH:38][C:33]3=[N:32][CH:31]=2)=[O:29])[N:18]([CH2:17][C:15]2[CH:14]=[CH:13][CH:12]=[C:11]([CH:8]=[O:7])[N:16]=2)[N:19]=1)[CH3:40] |f:0.1|. Reported procedure: To a slurry of silica gel (200 mg) in dichloromethane (1 mL) was added, drop wise, sodium periodate solution (202 μL, 0.13 mmol; 0.65M in water). The slurry was stirred for 10 minutes and broken up into a fine slurry with a spatula. To this was slowly added N-(1-((6-(1,2-dihydroxyethyl)pyridin-2-yl)methyl)-3-ethyl-1H-indazol-4-yl)imidazo[1,2-a]pyridine-3-carboxamide (40 mg, 0.088 mmol) in dichloromethane (1 mL). The slurry was stirred for 30 minutes, then filtered and washed with dichloromethane...